This data is from the Open Reaction Database (ORD), a public repository of structured organic reaction records. The task is: describe an organic reaction: reactants, conditions, products, and yield Starting materials: CCOC(=O)CC(c1ccccc1)n1ccc2cc(OCCONC3=NCCN3)ccc21, CO, Cl, O. Yields the product O=C(O)CC(c1ccccc1)n1ccc2cc(OCCONC3=NCCN3)ccc21. Reaction SMILES: [CH2:1]([CH3:2])[O:3][C:4]([CH2:5][CH:6]([c:7]1[cH:8][cH:9][cH:10][cH:11][cH:12]1)[n:13]1[cH:14][cH:15][c:16]2[cH:17][c:18]([O:22][CH2:23][CH2:24][O:25][NH:26][C:27]3=[N:31][CH2:30][CH2:29][NH:28]3)[cH:19][cH:20][c:21]12)=[O:32].[CH3:35][OH:36].[ClH:33].[OH2:34]>>[O:3]=[C:4]([CH2:5][CH:6]([c:7]1[cH:8][cH:9][cH:10][cH:11][cH:12]1)[n:13]1[cH:14][cH:15][c:16]2[cH:17][c:18]([O:22][CH2:23][CH2:24][O:25][NH:26][C:27]3=[N:31][CH2:30][CH2:29][NH:28]3)[cH:19][cH:20][c:21]12)[OH:32]. The reactants are OO (hydrogen peroxide), OO (hydrogen peroxide), BrC=1C=NC=C(C1)Br (3,5-Dibromopyridine). The reagents and catalysts are C[Re](=O)(=O)=O (methlytrioxorhenium), [O-2].[O-2].[Mn+4] (Manganese dioxide). Run in ClCCl (dichloromethane). Conditions: time 3 hour. Product: BrC=1C=[N+](C=C(C1)Br)[O-] (3,5-dibromopyridine 1-oxide). The yield is 82.0%. Reaction SMILES: [Br:1][C:2]1[CH:3]=[N:4][CH:5]=[C:6]([Br:8])[CH:7]=1.[OH:9]O>ClCCl.C[Re](=O)(=O)=O.[O-2].[O-2].[Mn+4]>[Br:1][C:2]1[CH:3]=[N+:4]([O-:9])[CH:5]=[C:6]([Br:8])[CH:7]=1 |f:4.5.6|. Procedure details: 3,5-Dibromopyridine (30.5 g, 0.12 mol) was dissolved in dichloromethane (80 mL) and methlytrioxorhenium (150 mg, 0.603 mmol) was added 30% hydrogen peroxide (27 mL) was added slowly over 5 minutes and the mixture was stirred at ambient temperature for 3 hours. An additional 40 mL of hydrogen peroxide was added and the reaction was stirred 16 hours. Manganese dioxide (100 mg) was added and the suspension was stirred 40 minutes. The mixture was extracted with dichloromethane, dried over sodium sul... The reactants are O=C(O)c1ccc(-c2cccc([N+](=O)[O-])c2)[nH]c1=O, O=S(Cl)Cl. Yields the product O=c1[nH]c(-c2cccc([N+](=O)[O-])c2)ccc1CCl. RXN SMILES: [N+:1](=[O:2])([O-:3])[c:4]1[cH:5][c:6](-[c:10]2[nH:11][c:12](=[O:19])[c:13]([C:14]([OH:15])=[O:16])[cH:17][cH:18]2)[cH:7][cH:8][cH:9]1.[S:20]([Cl:21])([Cl:22])=[O:23]>>[N+:1](=[O:2])([O-:3])[c:4]1[cH:5][c:6](-[c:10]2[nH:11][c:12](=[O:19])[c:13]([CH2:14][Cl:22])[cH:17][cH:18]2)[cH:7][cH:8][cH:9]1. The solvent is CN(C=O)C (dimethylformamide), CN(C=O)C (dimethylformamide). As a reaction SMILES: [Cl:1][C:2]1[CH:3]=[C:4]([C:9]2[CH:10]([CH3:16])[NH:11][C:12](=[O:15])[NH:13][N:14]=2)[CH:5]=[CH:6][C:7]=1[OH:8].[H-].[Na+].Cl[CH2:20][C:21]([NH:23][CH2:24][CH2:25][C:26]1[CH:31]=[CH:30][C:29]([O:32][CH3:33])=[C:28]([O:34][CH3:35])[CH:27]=1)=[O:22]>CN(C)C=O>[Cl:1][C:2]1[CH:3]=[C:4]([C:9]2[CH:10]([CH3:16])[NH:11][C:12](=[O:15])[NH:13][N:14]=2)[CH:5]=[CH:6][C:7]=1[O:8][CH2:20][C:21]([NH:23][CH2:24][CH2:25][C:26]1[CH:31]=[CH:30][C:29]([O:32][CH3:33])=[C:28]([O:34][CH3:35])[CH:27]=1)=[O:22] |f:1.2|. Product: ClC1=C(OCC(=O)NCCC2=CC(=C(C=C2)OC)OC)C=CC(=C1)C=1C(NC(NN1)=O)C (α-[2-Chloro-4-(2,3,4,5-tetrahydro-5-methyl-3-oxo-1,2,4-triazin-6-yl)phenoxy]-N-[2-(3,4-dimethoxyphenyl)ethyl]acetamide). Reactants: ice, ClCC(=O)NCCC1=CC(=C(C=C1)OC)OC (α-chloro-N-[2-(3,4-dimethoxyphenyl)ethyl]acetamide), ClC=1C=C(C=CC1O)C=1C(NC(NN1)=O)C (6-(3-chloro-4-hydroxyphenyl)-4,5-dihydro-5-methyl-1,2,4-triazin-3(2H)-one), [H-].[Na+] (sodium hydride). Yield: 38.6%. Procedure: 442 mg of 6-(3-chloro-4-hydroxyphenyl)-4,5-dihydro-5-methyl-1,2,4-triazin-3(2H)-one [prepared as described in step (a) above] were added to a stirred suspension of 85 mg of sodium hydride (as a 55% w/w dispersion in mineral oil) in 7 ml of anhydrous dimethylformamide, whilst ice-cooling, and the mixture was stirred at room temperature for 1 hour. To the ice-cooled suspension were then added 472 mg of α-chloro-N-[2-(3,4-dimethoxyphenyl)ethyl]acetamide (prepared as described in Preparation 1), and... Run at time 1 hour. Reactants: CC1(C)C(=O)N(Br)C(=O)N1Br, CC(C)(C)OC(=O)N1CCC(c2ccc3c(N)ncnn23)CC1, C1CCOC1. Product: CC(C)(C)OC(=O)N1CCC(c2cc(Br)c3c(N)ncnn23)CC1. Reaction SMILES: [Br:24][N:25]1[C:26]([CH3:27])([CH3:28])[C:29](=[O:30])[N:31]([Br:32])[C:33]1=[O:34].[NH2:1][c:2]1[n:3][cH:4][n:5][n:6]2[c:7]1[cH:8][cH:9][c:10]2[CH:11]1[CH2:12][CH2:13][N:14]([C:17](=[O:18])[O:19][C:20]([CH3:21])([CH3:22])[CH3:23])[CH2:15][CH2:16]1.[O:35]1[CH2:36][CH2:37][CH2:38][CH2:39]1>>[NH2:1][c:2]1[n:3][cH:4][n:5][n:6]2[c:7]1[c:8]([Br:24])[cH:9][c:10]2[CH:11]1[CH2:12][CH2:13][N:14]([C:17](=[O:18])[O:19][C:20]([CH3:21])([CH3:22])[CH3:23])[CH2:15][CH2:16]1. Reactants: COC(C(CN(C1CCCC1)C1=NC(=NC=C1[N+](=O)[O-])Cl)(F)F)=O (3-[(2-chloro-5-nitro-pyrimidin-4-yl)-cyclopentyl-amino]-2,2-difluoro-propanoic acid methyl ester). Reagents/catalysts: [Fe] (iron). The solvent is C(C)(=O)O (acetic acid). Reaction conditions: time 10 minute. Yields the product ClC=1N=CC2=C(N(CC(C(N2)=O)(F)F)C2CCCC2)N1 (2-chloro-9-cyclopentyl-7,7-difluoro-5,7,8,9-tetrahydro-pyrimido[4,5-b][1,4]diazepin-6-one). The yield is 60.7%. RXN SMILES: C[O:2][C:3](=O)[C:4]([F:23])([F:22])[CH2:5][N:6]([C:12]1[C:17]([N+:18]([O-])=O)=[CH:16][N:15]=[C:14]([Cl:21])[N:13]=1)[CH:7]1[CH2:11][CH2:10][CH2:9][CH2:8]1>C(O)(=O)C.[Fe]>[Cl:21][C:14]1[N:15]=[CH:16][C:17]2[NH:18][C:3](=[O:2])[C:4]([F:23])([F:22])[CH2:5][N:6]([CH:7]3[CH2:11][CH2:10][CH2:9][CH2:8]3)[C:12]=2[N:13]=1. Reported procedure: To a solution of 6.16 g (0.016 mole) of 3-[(2-chloro-5-nitro-pyrimidin-4-yl)-cyclopentyl-amino]-2,2-difluoro-propanoic acid methyl ester (IV-100) in 120 mL of acetic acid was added 6.0 g (0.11 g-atom) of iron powder. The mixture was heated to 80 degrees for 2 hours and then filtered while hot. Water and ethyl acetate were added to the filtrate and the mixture was stirred for 10 minutes and then filtered. The layers were separated. The organic layer was washed successively with ammonium hydroxide... The reactants are C(C)(C)(C)OC(=O)NC(C/C=C/C(=O)O)(C)C ((2E)-5-(tert-butyloxycarbonylamino)-5-methylhex-2-enoic acid), FC(C(=O)O)(F)F (trifluoroacetic acid), C(ON1C(C(CC1=O)CC1=CC=CC=2C3=CC=CC=C3CC12)=O)([O-])=O (9H-fluorenylmethyl-succinimidyl carbonate). The solvent is ClCCl (dichloromethane). Run at time 60 minute. Product: C1=CC=CC=2C3=CC=CC=C3C(C12)COC(=O)NC(C/C=C/C(=O)O)(C)C ((2E)-5-(((9H-flouren-9-yl)methoxy)carbonylamino)-5-methyl-hex-2-enoic acid). The yield is 36.5%. Reaction SMILES: [C:1]([O:5][C:6]([NH:8][C:9]([CH3:17])([CH3:16])[CH2:10]/[CH:11]=[CH:12]/[C:13]([OH:15])=[O:14])=[O:7])([CH3:4])(C)C.FC(F)(F)C(O)=O.C(=O)([O-])ON1C(=O)CC(C[C:34]2[C:46]3C[C:44]4[C:39](=[CH:40][CH:41]=[CH:42][CH:43]=4)[C:38]=3[CH:37]=[CH:36][CH:35]=2)C1=O>ClCCl>[CH:43]1[C:44]2[CH:4]([CH2:1][O:5][C:6]([NH:8][C:9]([CH3:16])([CH3:17])[CH2:10]/[CH:11]=[CH:12]/[C:13]([OH:15])=[O:14])=[O:7])[C:46]3[C:38](=[CH:37][CH:36]=[CH:35][CH:34]=3)[C:39]=2[CH:40]=[CH:41][CH:42]=1. Procedure details: To a solution of (2E)-5-(tert-butyloxycarbonylamino)-5-methylhex-2-enoic acid (0.5 g, 2.1 mmol) in dichloromethane (5 ml) was added trifluoroacetic acid (5 ml) and stirred for 60 min and concentrated in vacuo. Then a 10% aqueous solution of sodium carbonate (30 ml) and dioxane (30 ml) were added followed by 9H-fluorenylmethyl-succinimidyl carbonate (0.67 g, 2.1 mmol) and stirred overnight. The mixture was washed with petrol ether (2×20 ml) and the aqueous layer was acidified with 4N sulphoric ac...